Dataset: the Open Reaction Database (ORD), a public repository of structured organic reaction records. Task: describe an organic reaction: reactants, conditions, products, and yield Starting materials: [Li]CCCC, CCCC[Sn](Cl)(CCCC)CCCC, CC1(C)COC(c2cccs2)=N1, CCCCCC. The product is CCCC[Sn](CCCC)(CCCC)c1ccsc1C1=NC(C)(C)CO1. As a reaction SMILES: [CH2:13]([Li:14])[CH2:15][CH2:16][CH3:17].[CH2:18]([CH2:19][CH2:20][CH3:21])[Sn:22]([CH2:23][CH2:24][CH2:25][CH3:26])([CH2:27][CH2:28][CH2:29][CH3:30])[Cl:31].[CH3:1][C:2]1([CH3:12])[N:3]=[C:4]([c:7]2[s:8][cH:9][cH:10][cH:11]2)[O:5][CH2:6]1.[CH3:32][CH2:33][CH2:34][CH2:35][CH2:36][CH3:37]>>[CH3:1][C:2]1([CH3:12])[N:3]=[C:4]([c:7]2[s:8][cH:9][cH:10][c:11]2[Sn:22]([CH2:18][CH2:19][CH2:20][CH3:21])([CH2:23][CH2:24][CH2:25][CH3:26])[CH2:27][CH2:28][CH2:29][CH3:30])[O:5][CH2:6]1. The reactants are ClC1=NC(=C2N=CN(C2=N1)C)NC1=CC=C(C=C1)C(F)(F)F ((2-chloro-9-methyl-9H-purin-6-yl)(4-trifluoromethyl-phenyl)-amine), O.NN (hydrazine monohydrate). Product: N(N)C1=NC(=C2N=CN(C2=N1)C)NC1=CC=C(C=C1)C(F)(F)F ((2-Hydrazino-9-methyl-9H-purin-6-yl)-(4-trifluoromethyl-phenyl)-amine). As a reaction SMILES: Cl[C:2]1[N:10]=[C:9]2[C:5]([N:6]=[CH:7][N:8]2[CH3:11])=[C:4]([NH:12][C:13]2[CH:18]=[CH:17][C:16]([C:19]([F:22])([F:21])[F:20])=[CH:15][CH:14]=2)[N:3]=1.O.[NH2:24][NH2:25]>>[NH:24]([C:2]1[N:10]=[C:9]2[C:5]([N:6]=[CH:7][N:8]2[CH3:11])=[C:4]([NH:12][C:13]2[CH:18]=[CH:17][C:16]([C:19]([F:22])([F:21])[F:20])=[CH:15][CH:14]=2)[N:3]=1)[NH2:25] |f:1.2|. Procedure: Was prepared according to Example 8 from (2-chloro-9-methyl-9H-purin-6-yl)(4-trifluoromethyl-phenyl)-amine and hydrazine monohydrate. The reactants are CCOC(C)=O, N#Cc1ccc(F)c(F)c1, [H-], [Na+], CC(C)(C)OC(=O)N1CCC(Oc2cc[nH]c(=O)c2)CC1, CN(C)C=O, O. Product: CC(C)(C)OC(=O)N1CCC(Oc2ccn(-c3ccc(C#N)cc3F)c(=O)c2)CC1. RXN SMILES: [CH3:39][CH2:40][O:41][C:42]([CH3:43])=[O:44].[F:29][c:30]1[cH:31][c:32]([C:33]#[N:34])[cH:35][cH:36][c:37]1[F:38].[H-:27].[Na+:28].[O:1]=[c:2]1[nH:3][cH:4][cH:5][c:6]([O:8][CH:9]2[CH2:10][CH2:11][N:12]([C:15](=[O:16])[O:17][C:18]([CH3:19])([CH3:20])[CH3:21])[CH2:13][CH2:14]2)[cH:7]1.[O:22]=[CH:23][N:24]([CH3:25])[CH3:26].[OH2:45]>>[O:1]=[c:2]1[n:3](-[c:37]2[c:30]([F:29])[cH:31][c:32]([C:33]#[N:34])[cH:35][cH:36]2)[cH:4][cH:5][c:6]([O:8][CH:9]2[CH2:10][CH2:11][N:12]([C:15](=[O:16])[O:17][C:18]([CH3:19])([CH3:20])[CH3:21])[CH2:13][CH2:14]2)[cH:7]1. Solvent: CO (MeOH), CO (MeOH). RXN SMILES: [C:1]([O:5][C:6]([C@H:8]1[C@H:11]([CH2:12][CH3:13])[CH2:10][N:9]1C(C1C=CC=CC=1)C1C=CC=CC=1)=[O:7])([CH3:4])([CH3:3])[CH3:2].C(Cl)(=O)C>CO.[OH-].[OH-].[Pd+2]>[C:1]([O:5][C:6]([C@H:8]1[C@H:11]([CH2:12][CH3:13])[CH2:10][NH:9]1)=[O:7])([CH3:4])([CH3:3])[CH3:2] |f:3.4.5|. Starting materials: C(C)(C)(C)OC(=O)[C@@H]1N(C[C@H]1CC)C(C1=CC=CC=C1)C1=CC=CC=C1 ((+)trans-1-benzhydryl-3-ethylazetidine-2-carboxylic acid tert-butyl ester), C(C)(=O)Cl (acetyl chloride). Procedure: To a stirred solution of (+)trans-1-benzhydryl-3-ethylazetidine-2-carboxylic acid tert-butyl ester (2.85 mmol, 1 eq.) in dry MeOH (50 mL) was added 1 M acetyl chloride (3.1 mL, 3.13 mmol, 1.1 eq.) in MeOH and sonicated the mixture to obtain clear solution. To this was added palladium hydroxide on carbon (20% Pd(OH)/C, 200 mg) and the mixture was hydrogenated at 60 psi for 5 h. The catalyst was filtered off and the filtrate was concentrated in vacuo to afford (+)-trans-3-ethylazetidine-2-carboxyl... Reaction conditions: time 5 hour. The reagents and catalysts are [OH-].[OH-].[Pd+2] (palladium hydroxide on carbon). Product: C(C)(C)(C)OC(=O)[C@@H]1NC[C@H]1CC ((+)-trans-3-ethylazetidine-2-carboxylic acid tert-butyl ester). Isolated yield 49.5%. The reactants are C(Cl)(Cl)Cl (Chloroform), C([O-])([O-])=O.[K+].[K+] (potassium carbonate), C(C=C)I (allyl iodide), CC1(CC(NC2=CC=CC(=C12)O)=O)C (4,4-Dimethyl-5-hydroxy-3,4-dihydrocarbostyril), C([O-])([O-])=O.[K+].[K+] (potassium carbonate), C(C=C)I (allyl iodide). Procedure details: 4,4-Dimethyl-5-hydroxy-3,4-dihydrocarbostyril (3.45 g, 18.0 mmol) was dissolved in dimethylformamide (100 ml). To the solution, potassium carbonate (2.99 g, 21.7 mmol) and allyl iodide (3.33 g, 19.9 mmol) were added, and the mixture was stirred at 100° C. for 24 hours. Subsequently, potassium carbonate (1.5 g, 10.9 mmol) and allyl iodide (1.65 g, 9.82 mmol) were added and stirring was continued for 24 hours. The reaction mixture was condensed under reduced pressure. Chloroform and water were add... Product: C(C=C)OC1=C2C(CC(NC2=CC=C1)=O)(C)C (5-Allyloxy-4,4-dimethyl-3,4-dihydrocarbostyril). As a reaction SMILES: [CH3:1][C:2]1([CH3:14])[C:11]2[C:6](=[CH:7][CH:8]=[CH:9][C:10]=2[OH:12])[NH:5][C:4](=[O:13])[CH2:3]1.C(=O)([O-])[O-].[K+].[K+].[CH2:21](I)[CH:22]=[CH2:23].C(Cl)(Cl)Cl>CN(C)C=O.O>[CH2:23]([O:12][C:10]1[CH:9]=[CH:8][CH:7]=[C:6]2[C:11]=1[C:2]([CH3:14])([CH3:1])[CH2:3][C:4](=[O:13])[NH:5]2)[CH:22]=[CH2:21] |f:1.2.3|. Run in O (water), CN(C=O)C (dimethylformamide). Conditions: temperature 100 celsius, time 24 hour.